describe an organic reaction: reactants, conditions, products, and yield From a dataset of the Open Reaction Database (ORD), a public repository of structured organic reaction records. Isolated yield 40.8%. Yields the product ClC1=C(C=CC=C1)CS(=O)(=O)NC1=CC=C(C=C1)C=1C2=C(NC(CN1)=O)C1=CC=CC=C1C=C2 (1-(2-Chlorophenyl)-N-[4-(2-oxo-2,3-dihydro-1H-naphtho[1,2-e][1,4]diazepin-5-yl)phenyl]methanesulfonamide). Starting materials: NC1=CC=C(C=C1)C=1C2=C(NC(CN1)=O)C1=CC=CC=C1C=C2 (5-(4-aminophenyl)-1H-naphtho[1,2-e][1,4]diazepin-2(3H)-one), ClC1=C(C=CC=C1)CS(=O)(=O)Cl ((2-chlorophenyl)methanesulfonyl chloride). Procedure details: By using 5-(4-aminophenyl)-1H-naphtho[1,2-e][1,4]diazepin-2(3H)-one (30 mg, 0.1 mmol) obtained in Example 64, (1), and (2-chlorophenyl)methanesulfonyl chloride (34 mg, 0.15 mmol), the title compound (20 mg, yield 27%) was obtained in the same manner as that of Example 145. RXN SMILES: [NH2:1][C:2]1[CH:7]=[CH:6][C:5]([C:8]2[C:9]3[CH:23]=[CH:22][C:21]4[C:16](=[CH:17][CH:18]=[CH:19][CH:20]=4)[C:10]=3[NH:11][C:12](=[O:15])[CH2:13][N:14]=2)=[CH:4][CH:3]=1.[Cl:24][C:25]1[CH:30]=[CH:29][CH:28]=[CH:27][C:26]=1[CH2:31][S:32](Cl)(=[O:34])=[O:33]>>[Cl:24][C:25]1[CH:30]=[CH:29][CH:28]=[CH:27][C:26]=1[CH2:31][S:32]([NH:1][C:2]1[CH:3]=[CH:4][C:5]([C:8]2[C:9]3[CH:23]=[CH:22][C:21]4[C:16](=[CH:17][CH:18]=[CH:19][CH:20]=4)[C:10]=3[NH:11][C:12](=[O:15])[CH2:13][N:14]=2)=[CH:6][CH:7]=1)(=[O:34])=[O:33]. The reactants are C(C)(C)(C)OC(=O)N1CCC(CC1)OC1=NN(C2=CC=CC(=C12)F)C1=C(C=CC=C1)F (4-[4-Fluoro-1-(2-fluoro-phenyl)-1H-indazol-3-yloxy]-piperidine-1-carboxylic acid tert-butyl ester), Cl (HCl). Run in CCOC(=O)C (EtOAc), O1CCOCC1 (dioxane). Product: Cl.FC1=C2C(=NN(C2=CC=C1)C1=C(C=CC=C1)F)OC1CCNCC1 (4-fluoro-1-(2-fluoro-phenyl)-3-(piperidin-4-yloxy)-1H-indazole hydrochloride). Reaction SMILES: C(OC([N:8]1[CH2:13][CH2:12][CH:11]([O:14][C:15]2[C:23]3[C:18](=[CH:19][CH:20]=[CH:21][C:22]=3[F:24])[N:17]([C:25]3[CH:30]=[CH:29][CH:28]=[CH:27][C:26]=3[F:31])[N:16]=2)[CH2:10][CH2:9]1)=O)(C)(C)C.[ClH:32]>O1CCOCC1.CCOC(C)=O>[ClH:32].[F:24][C:22]1[CH:21]=[CH:20][CH:19]=[C:18]2[C:23]=1[C:15]([O:14][CH:11]1[CH2:12][CH2:13][NH:8][CH2:9][CH2:10]1)=[N:16][N:17]2[C:25]1[CH:30]=[CH:29][CH:28]=[CH:27][C:26]=1[F:31] |f:4.5|. Procedure details: The title product was prepared as described above for Example 41 using (Intermediate 46) (265 mg, 0.617 mmol) and 4 M HCl in dioxane (2.00 ml) in EtOAc (2 ml) to afford 202 mg (89%) as a white solid.